This data is from the Open Reaction Database (ORD), a public repository of structured organic reaction records. The task is: describe an organic reaction: reactants, conditions, products, and yield The reactants are C(C1=CC=CC=C1)(=O)N1C2=C(C3=CC=CC=C13)C=C(S2)C(=O)OC (Methyl 8-benzoylthieno[2,3-b]indole-2-carboxylate), [H-].[Na+] (NaH), S1C(=CC2=C1NC1=CC=CC=C21)C(=O)OC (Methyl thieno[2,3-b]indole-2-carboxylate), C(C)(=O)Cl (acetyl chloride). Product: C(C)(=O)N1C2=C(C3=CC=CC=C13)C=C(S2)C(=O)OC (Methyl 8-acetylthieno[2,3-b]indole-2-carboxylate). Reaction SMILES: [C:1]([N:9]1[C:17]2[C:12](=[CH:13][CH:14]=[CH:15][CH:16]=2)[C:11]2[CH:18]=[C:19]([C:21]([O:23][CH3:24])=[O:22])[S:20][C:10]1=2)(=[O:8])[C:2]1C=CC=CC=1.S1C2NC3C(C=2C=C1C(OC)=O)=CC=CC=3.C(Cl)(=O)C.[H-].[Na+]>>[C:1]([N:9]1[C:17]2[C:12](=[CH:13][CH:14]=[CH:15][CH:16]=2)[C:11]2[CH:18]=[C:19]([C:21]([O:23][CH3:24])=[O:22])[S:20][C:10]1=2)(=[O:8])[CH3:2] |f:3.4|. Procedure details: Preparation as described for (21) from (19) (0.5 g), acetyl chloride (0.17 g) and NaH (0.06 g) resulted in (22) (0.55 g), m.p. 179°-181° C. Starting materials: [Si](C1=CC=CC=C1)(C1=CC=CC=C1)(C(C)(C)C)OC1CN(C1)C=1SC=C(N1)C(=O)OCC (3-t-butyldiphenylsilyloxy-1-(4-ethoxycarbonyl-1,3-thiazol-2-yl)azetidine), [Si](C1=CC=CC=C1)(C1=CC=CC=C1)(C(C)(C)C)OC[C@H](CC)N.C[Al](C)C ((1S)-1-(t-butyldiphenylsilyloxymethyl)propylamine trimethylaluminium), C(C)(=O)O (acetic acid), C(C)(=O)OCC (ethyl acetate). The solvent is C1=CC=CC=C1 (benzene), C1=CC=CC=C1 (benzene). Conditions: time 1 hour. Product: [Si](C1=CC=CC=C1)(C1=CC=CC=C1)(C(C)(C)C)OC1CN(C1)C=1SC=C(N1)C(N[C@@H](CC)CO[Si](C1=CC=CC=C1)(C1=CC=CC=C1)C(C)(C)C)=O (3-t-butyldiphenylsilyloxy-1-{4-[(1S)-1-(t-butyldiphenylsilyloxymethyl)-propylcarbamoyl]-1,3-thiazol-2-yl}azetidine). Isolated yield 79.0%. Reaction SMILES: [Si:1]([O:18][CH:19]1[CH2:22][N:21]([C:23]2[S:24][CH:25]=[C:26]([C:28](OCC)=[O:29])[N:27]=2)[CH2:20]1)([C:14]([CH3:17])([CH3:16])[CH3:15])([C:8]1[CH:13]=[CH:12][CH:11]=[CH:10][CH:9]=1)[C:2]1[CH:7]=[CH:6][CH:5]=[CH:4][CH:3]=1.[Si:33]([O:50][CH2:51][C@@H:52]([NH2:55])[CH2:53][CH3:54])([C:46]([CH3:49])([CH3:48])[CH3:47])([C:40]1[CH:45]=[CH:44][CH:43]=[CH:42][CH:41]=1)[C:34]1[CH:39]=[CH:38][CH:37]=[CH:36][CH:35]=1.C[Al](C)C.C(O)(=O)C.C(OCC)(=O)C>C1C=CC=CC=1>[Si:1]([O:18][CH:19]1[CH2:20][N:21]([C:23]2[S:24][CH:25]=[C:26]([C:28](=[O:29])[NH:55][C@H:52]([CH2:51][O:50][Si:33]([C:46]([CH3:47])([CH3:49])[CH3:48])([C:40]3[CH:41]=[CH:42][CH:43]=[CH:44][CH:45]=3)[C:34]3[CH:35]=[CH:36][CH:37]=[CH:38][CH:39]=3)[CH2:53][CH3:54])[N:27]=2)[CH2:22]1)([C:14]([CH3:16])([CH3:17])[CH3:15])([C:2]1[CH:3]=[CH:4][CH:5]=[CH:6][CH:7]=1)[C:8]1[CH:13]=[CH:12][CH:11]=[CH:10][CH:9]=1 |f:1.2|. Procedure details: Subsequently, to a solution of 3-t-butyldiphenylsilyloxy-1-(4-ethoxycarbonyl-1,3-thiazol-2-yl)azetidine (2.00 g, 4.29 mmol) (obtained as described in Reference Example 2(1)) in benzene (100 ml) was added a solution of 0.67M (1S)-1-(t-butyldiphenylsilyloxymethyl)propylamine-trimethylaluminium in benzene (12.9 ml) at room temperature under an atmosphere of nitrogen. The mixture was heated under reflux overnight. After checking the completion of the reaction, 10% aqueous acetic acid solution (100 m... Reactants: ClC1=C(C(=CC(=C1)C)[N+](=O)[O-])C (1-Chloro-2,5-dimethyl-3-nitrobenzene), NC1=C2C=CC(OC2=C(C=C1)C#N)(C)C (5-Amino-2,2-dimethyl-2H-chromene-8-carbonitrile). Product: ClC=1C(=C(N)C=C(C1)C)C (3-Chloro-2,5-dimethylaniline). Isolated yield 94.2%. RXN SMILES: [Cl:1][C:2]1[CH:7]=[C:6]([CH3:8])[CH:5]=[C:4]([N+:9]([O-])=O)[C:3]=1[CH3:12].NC1C=CC(C#N)=C2C=1C=CC(C)(C)O2>>[Cl:1][C:2]1[C:3]([CH3:12])=[C:4]([CH:5]=[C:6]([CH3:8])[CH:7]=1)[NH2:9]. Procedure details: The title compound (1.70 g) was prepared from 21A (2.15 g, 11.6 mmol) in a manner similar to that described in Experiment 6C. The reactants are BrCC(=O)OC(C)(C)C (t-butyl bromoacetate), C(=O)([O-])[O-].[K+].[K+] (K2CO3), 2d, C(C)(C)(C)OC(=O)N1[C@@H](C[C@H](C1)SCC1=CC=C(C=C1)OC)CNCC1=C(C=CC(=C1)F)F ((2S,4R)-2-[(2,5-difluoro-benzylamino)-methyl]-4-(4-methoxy-benzylsulfanyl)-pyrrolidine-1-carboxylic acid tert-butyl ester). Solvent: C(C)#N (acetonitrile). Yields the product C(C)(C)(C)OC(=O)N1[C@@H](C[C@H](C1)SCC1=CC=C(C=C1)OC)CN(CC1=C(C=CC(=C1)F)F)CC(=O)OC(C)(C)C ((2S,4R)-2-[[tert-butoxycarbonylmethyl-(2,5-difluoro-benzyl)-amino]-methyl]-4-(4-methoxy-benzylsulfanyl)-pyrrolidine-1-carboxylic acid tert-butyl ester). Yield: 104.9%. As a reaction SMILES: [C:1]([O:5][C:6]([N:8]1[CH2:12][C@H:11]([S:13][CH2:14][C:15]2[CH:20]=[CH:19][C:18]([O:21][CH3:22])=[CH:17][CH:16]=2)[CH2:10][C@H:9]1[CH2:23][NH:24][CH2:25][C:26]1[CH:31]=[C:30]([F:32])[CH:29]=[CH:28][C:27]=1[F:33])=[O:7])([CH3:4])([CH3:3])[CH3:2].Br[CH2:35][C:36]([O:38][C:39]([CH3:42])([CH3:41])[CH3:40])=[O:37].C([O-])([O-])=O.[K+].[K+]>C(#N)C>[C:1]([O:5][C:6]([N:8]1[CH2:12][C@H:11]([S:13][CH2:14][C:15]2[CH:20]=[CH:19][C:18]([O:21][CH3:22])=[CH:17][CH:16]=2)[CH2:10][C@H:9]1[CH2:23][N:24]([CH2:35][C:36]([O:38][C:39]([CH3:42])([CH3:41])[CH3:40])=[O:37])[CH2:25][C:26]1[CH:31]=[C:30]([F:32])[CH:29]=[CH:28][C:27]=1[F:33])=[O:7])([CH3:4])([CH3:2])[CH3:3] |f:2.3.4|. Procedure: 6.94 g (14.5 mmol) (2S,4R)-2-[(2,5-difluoro-benzylamino)-methyl]-4-(4-methoxy-benzylsulfanyl)-pyrrolidine-1-carboxylic acid tert-butyl ester were dissolved in 170 ml acetonitrile and treated with 3 ml (20.3 mmol, 1.4 eq) t-butyl bromoacetate and 18.6 g (134.9 mmol, 9.3 mmol) K2CO3 at RT for 2d. The solid was removed by filtration, and the organic phase was washed with water and brine, dried over Na2SO4 and evaporated, yielding 9.02 g (quant) (2S,4R)-2-[[tert-butoxycarbonylmethyl-(2,5-difluoro-be... Reactants: Cc1nc(Oc2ccccc2)c2nc(C)n(CCCCNS(C)(=O)=O)c2c1C, CC(=O)[O-], CO, CCOCC, ClC(Cl)Cl, Cl, [NH4+]. Product: Cc1nc(N)c2nc(C)n(CCCCNS(C)(=O)=O)c2c1C. Reaction SMILES: [CH3:1][c:2]1[n:3]([CH2:20][CH2:21][CH2:22][CH2:23][NH:24][S:25](=[O:26])(=[O:27])[CH3:28])[c:4]2[c:5]([c:6]([O:12][c:13]3[cH:14][cH:15][cH:16][cH:17][cH:18]3)[n:7][c:8]([CH3:11])[c:9]2[CH3:10])[n:19]1.[CH3:30][C:31](=[O:32])[O-:33].[CH3:39][OH:40].[CH3:41][CH2:42][O:43][CH2:44][CH3:45].[CH:35]([Cl:36])([Cl:37])[Cl:38].[ClH:34].[NH4+:29]>>[CH3:1][c:2]1[n:3]([CH2:20][CH2:21][CH2:22][CH2:23][NH:24][S:25](=[O:26])(=[O:27])[CH3:28])[c:4]2[c:5]([c:6]([NH2:29])[n:7][c:8]([CH3:11])[c:9]2[CH3:10])[n:19]1. The reactants are crude material, C(=O)(OC(C)(C)C)N1[C@H](C(=O)O)C[C@@H](O)C1 (BOC-hydroxyproline), C(C)(C)N(C(C)C)CC (N,N-diisopropylethylamine), Cl.CNC (dimethylamine hydrochloride). Reagents/catalysts: CN(C1=CC=NC=C1)C (4-(dimethylamino)pyridine). Solvent: Cl.O1CCOCC1 (HCl dioxan), ClCCl (dichloromethane), ClCCl (dichloromethane). Conditions: time 30 hour. Yields the product C1[C@H](CN[C@@H]1C(=O)O)O.Cl.C[N-]C (L-trans-4-Hydroxyproline N,N-dimethylamide hydrochloride). Reaction SMILES: C([N:8]1[CH2:16][C@H:14]([OH:15])[CH2:13][C@H:9]1[C:10]([OH:12])=[O:11])(OC(C)(C)C)=O.[CH:17]([N:20](CC)[CH:21](C)C)(C)C.[ClH:26].CNC>ClCCl.CN(C)C1C=CN=CC=1.Cl.O1CCOCC1>[CH2:13]1[C@@H:9]([C:10]([OH:12])=[O:11])[NH:8][CH2:16][C@@H:14]1[OH:15].[ClH:26].[CH3:17][N-:20][CH3:21] |f:2.3,6.7,8.9.10|. Reported procedure: To a solution of BOC-hydroxyproline (2.99 g, 13.89 mmol) in dichloromethane (100 ml) were added N,N-diisopropylethylamine (3.7 ml, 21.24 mmol), 4-(dimethylamino)pyridine (1.74 g, 14.24 mmol), dimethylamine hydrochloride (1.72 g, 21.09 mmol) and WSCDI (3.17 g, 16.68 mmol). The mixture was stirred at room temperature for 30 hr. The mixture was diluted with dichloromethane (100 ml) and washed with 0.3M KHSO4, saturated sodium bicarbonate solution and brine, dried over MgSO4, and concentrated in vac... Reactants: ClC1=NC(=CC(=C1NC)N)Cl (2,6-dichloro-N3-methylpyridine-3,4-diamine), CO (MeOH), CC1=CC=C(C=C1)S(=O)(=O)O (4-methylbenzenesulfonic acid), ClC1=NC(=CC2=C1N(C(N2)(O)C)C)Cl (4,6-dichloro-2,3-dimethyl-2,3-dihydro-1H-imidazo[4,5-c]pyridin-2-ol). Run in CC(=O)O (AcOH). Reaction conditions: temperature 100 celsius, time 48 hour. The product is ClC1=NC(=CC2=C1N(C(=N2)C)C)Cl (4,6-dichloro-2,3-dimethyl-3H-imidazo[4,5-c]pyridine). As a reaction SMILES: ClC1C(NC)=C(N)C=C(Cl)N=1.[Cl:12][C:13]1[C:18]2[N:19]([CH3:24])[C:20]([CH3:23])(O)[NH:21][C:17]=2[CH:16]=[C:15]([Cl:25])[N:14]=1.CO.CC1C=CC(S(O)(=O)=O)=CC=1>CC(O)=O>[Cl:12][C:13]1[C:18]2[N:19]([CH3:24])[C:20]([CH3:23])=[N:21][C:17]=2[CH:16]=[C:15]([Cl:25])[N:14]=1. Procedure details: 2,6-dichloro-N3-methylpyridine-3,4-diamine 2.45 (0.15 g, 0.78 mmol) was dissolved in AcOH (5 mL) and heated in a sealed tube at 100° C. After 48 hr, LC/MS indicated full conversion to desired intermediate 4,6-dichloro-2,3-dimethyl-2,3-dihydro-1H-imidazo[4,5-c]pyridin-2-ol 2.46. Reaction mixture was evaporated under reduced pressure and re-dissolved with MeOH (3 mL), 4-methylbenzenesulfonic acid (220 mg, 1.2 mmol) was added and mixture heated at 120° C. in a microwave reactor. After 20 min, LC/MS... Starting materials: [BH-](OC(=O)C)(OC(=O)C)OC(=O)C.[Na+] (NaB(OAc)3H), Cl (HCl), C(C)(C)(C)OC(=O)NCC=O (N-tert-butoxycarbonylaminoacetaldehyde), C(C1=CC=CC=C1)OC(NCCCCC1=CC=C(C=C1)N)=O ([4-(4-aminophenyl)butyl]carbamic acid benzyl ester), C(C)(=O)O (acetic acid). Run in O (Water), ClCCCl (1,2-dichloroethane), ClCCCl (DCE). Reaction conditions: time 20 minute. The product is C(C1=CC=CC=C1)OC(NCCCCC1=CC=C(C=C1)NCCNC(=O)OC(C)(C)C)=O (N-{4-[4-(2-tert-Butoxycarbonylaminoethylamino)phenyl]butyl}carbamic acid benzyl ester). The yield is 46.7%. Reaction SMILES: [C:1]([O:5][C:6]([NH:8][CH2:9][CH:10]=O)=[O:7])([CH3:4])([CH3:3])[CH3:2].[CH2:12]([O:19][C:20](=[O:33])[NH:21][CH2:22][CH2:23][CH2:24][CH2:25][C:26]1[CH:31]=[CH:30][C:29]([NH2:32])=[CH:28][CH:27]=1)[C:13]1[CH:18]=[CH:17][CH:16]=[CH:15][CH:14]=1.C(O)(=O)C.[BH-](OC(C)=O)(OC(C)=O)OC(C)=O.[Na+].Cl>ClCCCl.O>[CH2:12]([O:19][C:20](=[O:33])[NH:21][CH2:22][CH2:23][CH2:24][CH2:25][C:26]1[CH:31]=[CH:30][C:29]([NH:32][CH2:10][CH2:9][NH:8][C:6]([O:5][C:1]([CH3:2])([CH3:3])[CH3:4])=[O:7])=[CH:28][CH:27]=1)[C:13]1[CH:18]=[CH:17][CH:16]=[CH:15][CH:14]=1 |f:3.4|. Reported procedure: A solution of N-tert-butoxycarbonylaminoacetaldehyde (0.28 g, 1.76 mmol) in 1,2-dichloroethane (DCE, 5 mL) was added to a solution of [4-(4-aminophenyl)butyl]carbamic acid benzyl ester (0.48 g, 1.6 mmol) in DCE (10 mL) and acetic acid (0.108 mL, 1.6 mmol). The mixture was stirred at room temperature for 20 min. NaB(OAc)3H (0.48 g, 2.26 mmol) was then added into the mixture which was further stirred at room temperature overnight. Water (10 mL) was added and the mixture was acidified to pH 7 by 10...